The task is: describe an organic reaction: reactants, conditions, products, and yield. This data is from the Open Reaction Database (ORD), a public repository of structured organic reaction records. The reactants are CCI, [H-], [Na+], COC(=O)c1cc(N2CCCCS2(=O)=O)c2cc[nH]c2c1, CN(C)C=O. Product: CCn1ccc2c(N3CCCCS3(=O)=O)cc(C(=O)OC)cc21. As a reaction SMILES: [CH2:24]([CH3:25])[I:26].[H-:23].[Na+:22].[O:1]=[S:2]1(=[O:21])[N:3]([c:8]2[c:9]3[cH:10][cH:11][nH:12][c:13]3[cH:14][c:15]([C:17](=[O:18])[O:19][CH3:20])[cH:16]2)[CH2:4][CH2:5][CH2:6][CH2:7]1.[O:27]=[CH:28][N:29]([CH3:30])[CH3:31]>>[O:1]=[S:2]1(=[O:21])[N:3]([c:8]2[c:9]3[cH:10][cH:11][n:12]([CH2:24][CH3:25])[c:13]3[cH:14][c:15]([C:17](=[O:18])[O:19][CH3:20])[cH:16]2)[CH2:4][CH2:5][CH2:6][CH2:7]1. Starting materials: C([O-])([O-])=O.[K+].[K+] (potassium carbonate), C(C)OC(CC1=C(C=C(C=C1)C#CC=1C=C2C(CC(OC2=C(C1)C1CC1)(C)C)(C)C)F)=O ([4-(8-cyclopropyl-2,2,4,4-tetramethyl-chroman-6-yl-ethynyl)-2-fluorophenyl] acetic acid ethyl ester), C(C)OC(CC1=C(C=C(C=C1)C#CC=1C=C2C(CC(OC2=C(C1)C1CC1)(C)C)(C)C)F)=O ([4-(8-cyclopropyl-2,2,4,4-tetramethyl-chroman-6-yl-ethynyl)-2-fluorophenyl] acetic acid ethyl ester). Run in CO (methanol). The product is C(#C)C=1C=CC2=C(C(CC3(CC3)O2)(C)C)C1 (6-Ethynyl-3,4-dihydro-4,4-dimethylspiro[2H-1-benzopyran-2,1′-cyclopropane]), oil. The yield is 100.0%. RXN SMILES: C(OC(=O)CC1C=CC([C:12]#[C:13][C:14]2[CH:15]=[C:16]3[C:21](=[C:22](C4CC4)[CH:23]=2)[O:20][C:19]([CH3:28])([CH3:27])[CH2:18][C:17]3([CH3:30])[CH3:29])=CC=1F)C.C(=O)([O-])[O-].[K+].[K+]>CO>[C:13]([C:14]1[CH:23]=[CH:22][C:21]2[O:20][C:19]3([CH2:27][CH2:28]3)[CH2:18][C:17]([CH3:29])([CH3:30])[C:16]=2[CH:15]=1)#[CH:12] |f:1.2.3|. Reported procedure: Following general procedure E and using 3,4-dihydro-4,4-dimethyl-6-(trimethylsilanyl)ethynylspiro[2H-1-benzopyran-2,1′-cyclopropane] (Intermediate 37, 0.4 g, 1.42 mmol), potassium carbonate (0.98 g, 7.1 mmol) and methanol, the title compound was obtained as a yellow oil (0.3 g, 100%). The reactants are NCCc1ccc(Br)cc1, CC(=O)Nc1ccc(C(COS(=O)(=O)c2ccc(C)cc2)O[Si](C)(C)C(C)(C)C)cn1, CS(C)=O, CCOC(C)=O, CCN(C(C)C)C(C)C, O. The product is CC(=O)Nc1ccc(C(CNCCc2ccc(Br)cc2)O[Si](C)(C)C(C)(C)C)cn1. Reaction SMILES: [Br:32][c:33]1[cH:34][cH:35][c:36]([CH2:39][CH2:40][NH2:41])[cH:37][cH:38]1.[CH3:1][c:2]1[cH:3][cH:4][c:5]([S:6]([O:7][CH2:12][CH:13]([O:14][Si:15]([CH3:16])([CH3:17])[C:18]([CH3:19])([CH3:20])[CH3:21])[c:22]2[cH:23][n:24][c:25]([NH:28][C:29]([CH3:30])=[O:31])[cH:26][cH:27]2)(=[O:8])=[O:9])[cH:10][cH:11]1.[CH3:42][S:43](=[O:44])[CH3:45].[CH3:55][CH2:56][O:57][C:58](=[O:59])[CH3:60].[CH:46]([N:47]([CH2:48][CH3:49])[CH:50]([CH3:51])[CH3:52])([CH3:53])[CH3:54].[OH2:61]>>[CH2:12]([CH:13]([O:14][Si:15]([CH3:16])([CH3:17])[C:18]([CH3:19])([CH3:20])[CH3:21])[c:22]1[cH:23][n:24][c:25]([NH:28][C:29]([CH3:30])=[O:31])[cH:26][cH:27]1)[NH:41][CH2:40][CH2:39][c:36]1[cH:35][cH:34][c:33]([Br:32])[cH:38][cH:37]1. The reactants are NC1=NC(=CC(=N1)NS(=O)(=O)C1=CC=C(C=C1)NC(C)=O)Cl (N-[4-(2-amino-6-chloropyrimidin-4-ylsulfamoyl)phenyl]-acetamide). The solvent is [OH-].[Na+] (NaOH). Product: NC1=CC=C(C=C1)S(=O)(=O)NC1=NC(=NC(=C1)Cl)N (4-amino-N-(2-amino-6-chloro-pyrimidine-4-yl)-benzenesulfonamide). Yield: 97.5%. Reaction SMILES: [NH2:1][C:2]1[N:7]=[C:6]([NH:8][S:9]([C:12]2[CH:17]=[CH:16][C:15]([NH:18]C(=O)C)=[CH:14][CH:13]=2)(=[O:11])=[O:10])[CH:5]=[C:4]([Cl:22])[N:3]=1>[OH-].[Na+]>[NH2:18][C:15]1[CH:16]=[CH:17][C:12]([S:9]([NH:8][C:6]2[CH:5]=[C:4]([Cl:22])[N:3]=[C:2]([NH2:1])[N:7]=2)(=[O:11])=[O:10])=[CH:13][CH:14]=1 |f:1.2|. Reported procedure: 0.885 g (0.0026 mol) of N-[4-(2-amino-6-chloropyrimidin-4-ylsulfamoyl)phenyl]-acetamide was dissolved in 31 ml of 0.5N NaOH and boiled at reflux for 3 hours. The mixture was extracted with ethyl acetate, the aqueous phase was saturated with sodium chloride and the remaining ethyl acetate was distilled off on a rotary evaporator. Then, the aqueous phase was made acid with 3N HCl and the precipitate which separated was filtered off under suction. After drying there was obtained 0.76 g (86%) of 4-a... Reactants: O=C([O-])O, CC#N, [I-], [K+], O=N[O-], CCOC(=O)c1coc(N)n1, [Na+], [Na+], [Na+], [Na+], O, O, O, O=S([O-])([O-])=S, Cc1ccc(S(=O)(=O)O)cc1. Yields the product CCOC(=O)c1coc(I)n1. As a reaction SMILES: [C:31](=[O:32])([OH:33])[O-:34].[CH3:43][C:44]#[N:45].[I-:30].[K+:29].[N:25]([O-:26])=[O:27].[NH2:1][c:2]1[o:3][cH:4][c:5]([C:7](=[O:8])[O:9][CH2:10][CH3:11])[n:6]1.[Na+:28].[Na+:35].[Na+:41].[Na+:42].[OH2:12].[OH2:13].[OH2:46].[S:36]([O-:37])([O-:38])(=[O:39])=[S:40].[c:14]1([CH3:15])[cH:16][cH:17][c:18]([S:19]([OH:20])(=[O:21])=[O:22])[cH:23][cH:24]1>>[c:2]1([I:30])[o:3][cH:4][c:5]([C:7](=[O:8])[O:9][CH2:10][CH3:11])[n:6]1.